Dataset: the Open Reaction Database (ORD), a public repository of structured organic reaction records. Task: describe an organic reaction: reactants, conditions, products, and yield Reactants: ClC1=C(C=CC=C1)C1=C2CNC(N(C2=CC(=C1)C(=O)OC)C1=C(C=CC=C1Cl)Cl)=O (methyl 5-(2-chlorophenyl)-1-(2,6-dichlorophenyl)-2-oxo-1,2,3,4-tetrahydroquinazoline-7-carboxylate), ClC1=C(C=CC=C1)C1=C2CNC(N(C2=CC(=C1)C(=O)OC)C1=C(C=CC=C1Cl)Cl)=O (methyl 5-(2-chlorophenyl)-1-(2,6-dichlorophenyl)-2-oxo-1,2,3,4-tetrahydroquinazoline-7-carboxylate), [H-].[Al+3].[Li+].[H-].[H-].[H-] (lithium aluminum hydride), solution, C(C)(=O)OCC (ethyl acetate), [H-].[Al+3].[Li+].[H-].[H-].[H-] (lithium aluminum hydride), solution, [H-].[Al+3].[Li+].[H-].[H-].[H-] (lithium aluminum hydride), solution, Cl (HCl). Solvent: C1CCOC1 (THF), C1CCOC1 (THF), C1CCOC1 (THF), C1CCOC1 (THF). Reaction conditions: time 1.5 hour. Yields the product ClC1=C(C=CC=C1)C1=C2CNC(N(C2=CC(=C1)CO)C1=C(C=CC=C1Cl)Cl)=O (5-(2-chlorophenyl)-1-(2,6-dichlorophenyl)-7-(hydroxymethyl)-3,4-dihydroquinazolin-2(1H)-one). Reaction SMILES: [Cl:1][C:2]1[CH:7]=[CH:6][CH:5]=[CH:4][C:3]=1[C:8]1[CH:17]=[C:16]([C:18](OC)=[O:19])[CH:15]=[C:14]2[C:9]=1[CH2:10][NH:11][C:12](=[O:30])[N:13]2[C:22]1[C:27]([Cl:28])=[CH:26][CH:25]=[CH:24][C:23]=1[Cl:29].[H-].[Al+3].[Li+].[H-].[H-].[H-].Cl.C(OCC)(=O)C>C1COCC1>[Cl:1][C:2]1[CH:7]=[CH:6][CH:5]=[CH:4][C:3]=1[C:8]1[CH:17]=[C:16]([CH2:18][OH:19])[CH:15]=[C:14]2[C:9]=1[CH2:10][NH:11][C:12](=[O:30])[N:13]2[C:22]1[C:23]([Cl:29])=[CH:24][CH:25]=[CH:26][C:27]=1[Cl:28] |f:1.2.3.4.5.6|. Reported procedure: To a stirred solution of methyl 5-(2-chlorophenyl)-1-(2,6-dichlorophenyl)-2-oxo-1,2,3,4-tetrahydroquinazoline-7-carboxylate (INTERMEDIATE 32) (8.23 g) in THF (140 mL) was added lithium aluminum hydride (14 mL of a 1.0M solution in THF) and the mixture was let stir 1.5 h. More lithium aluminum hydride (4.5 mL of a 1.0M solution in THF) was added and the mixture was stirred overnight. Another portion of lithium aluminum hydride (4.5 mL of a 1.0M solution in THF) was added and stirred 4 h. The reac... The reactants are ClC1=CC=C2C(=C1)NC1=C2OC2=C(N(C1=O)C)C=CC=C2 (3-chloro-7-methyl-7H-indolo[3,2-b][1,5]benzoxazepine-6(5H)-one), P(Cl)(Cl)(Cl)(Cl)Cl (phosphorous pentachloride), CN1CCNCC1 (N-methyl piperazine). The product is ClC=1C=CC=2C(C1)=NC=1C2OC2=C(N(C1N1CCN(CC1)C)C)C=CC=C2 (3-chloro-7-methyl-6(4-methyl-1-piperazinyl)-7H-indolo[3,2-b][1,5]benzoxazepine). Reaction SMILES: [Cl:1][C:2]1[CH:7]=[C:6]2[NH:8][C:9]3[C:15](=O)[N:14]([CH3:17])[C:13]4[CH:18]=[CH:19][CH:20]=[CH:21][C:12]=4[O:11][C:10]=3[C:5]2=[CH:4][CH:3]=1.P(Cl)(Cl)(Cl)(Cl)Cl.[CH3:28][N:29]1[CH2:34][CH2:33][NH:32][CH2:31][CH2:30]1>>[Cl:1][C:2]1[CH:3]=[CH:4][C:5]2[C:6](=[N:8][C:9]3[C:10]=2[O:11][C:12]2[CH:21]=[CH:20][CH:19]=[CH:18][C:13]=2[N:14]([CH3:17])[C:15]=3[N:32]2[CH2:33][CH2:34][N:29]([CH3:28])[CH2:30][CH2:31]2)[CH:7]=1. Procedure details: In the same way as described in example 1, 3-chloro-7-methyl-7H-indolo[3,2-b][1,5]benzoxazepine-6(5H)-one, phosphorous pentachloride and N-methyl piperazine were reacted. The solid product was recrystallized from ethanol for analysis, mp. 187°-8°. Reactants: CC(C)=O, CO, ClC(Cl)Cl, CC(C)(Oc1ccc(N)cc1)C(=O)O, CC(=O)Nc1ccc(O)cc1, [Na+], [OH-]. The product is CC(=O)Nc1ccc(OC(C)(C)C(=O)O)cc1. As a reaction SMILES: [CH3:28][C:29](=[O:30])[CH3:31].[CH3:36][OH:37].[CH:32]([Cl:33])([Cl:34])[Cl:35].[NH2:1][c:2]1[cH:3][cH:4][c:5]([O:6][C:7]([C:8](=[O:9])[OH:10])([CH3:11])[CH3:12])[cH:13][cH:14]1.[NH:17]([C:18](=[O:19])[CH3:20])[c:21]1[cH:22][cH:23][c:24]([OH:25])[cH:26][cH:27]1.[Na+:16].[OH-:15]>>[NH:1]([c:2]1[cH:3][cH:4][c:5]([O:6][C:7]([C:8](=[O:9])[OH:10])([CH3:11])[CH3:12])[cH:13][cH:14]1)[C:18](=[O:19])[CH3:20]. Reactants: BrC(C(CC)C=1C=C2CCC(NC2=CC1)=O)=O (6-(α-bromobutanoyl)-3,4-dihydrocarbostyril), C(N)(=N)NC(=S)N (amidinothiourea), C(C)O (ethanol). Product: N(C(=N)N)C=1SC(=C(N1)C=1C=C2CCC(NC2=CC1)=O)CC (6-(2-Guanidino-5-Ethylthiazol-4-yl)-3,4-Dihydrocarbostyril). Reaction SMILES: BrC(=O)[CH:3]([C:6]1[CH:7]=[C:8]2[C:13](=[CH:14][CH:15]=1)[NH:12][C:11](=[O:16])[CH2:10][CH2:9]2)[CH2:4][CH3:5].[C:18]([NH:21][C:22]([NH2:24])=[S:23])(=[NH:20])[NH2:19].[CH2:25](O)C>>[NH:21]([C:22]1[S:23][C:4]([CH2:5][CH3:25])=[C:3]([C:6]2[CH:7]=[C:8]3[C:13](=[CH:14][CH:15]=2)[NH:12][C:11](=[O:16])[CH2:10][CH2:9]3)[N:24]=1)[C:18]([NH2:19])=[NH:20]. Procedure: A mixture of 6-(α-bromobutanoyl)-3,4-dihydrocarbostyril (7 g), amidinothiourea (2.9 g) and absolute ethanol (250 ml) is stirred at reflux overnight. The reaction mixture is cooled to ice bath temperature and the solid filtered, washed, dried and suspended in aqueous sodium hydroxide. The neutralized solid is filtered, washed with water, dried in vacuo and recrystallized from 50% aqueous DMF and boiling water affording the desired product, M.P. 230° C. (dec). The reactants are ClC1=CC2=C(NC(C(N=C2N2CCC(CC2)=O)CC2=CC3=CC=CC=C3C=C2)=O)C=C1 (7-Chloro-3-(naphthalen-2-ylmethyl)-5-(4-oxopiperidin-1-yl)-1H-benzo[e][1,4]diazepin-2(3H)-one), COC1=CC=C(C=C1)[Mg]Br (4-methoxyphenylmagnesium bromide). The solvent is O1CCCC1 (tetrahydrofuran). Run at time 1 hour. Product: ClC1=CC2=C(NC(C(N=C2N2CCC(CC2)(C2=CC=C(C=C2)OC)O)CC2=CC3=CC=CC=C3C=C2)=O)C=C1 (7-chloro-5-(4-hydroxy-4-(4-methoxyphenyl)piperidin-1-yl)-3-(naphthalen-2-ylmethyl)-1H-benzo[e][1,4]diazepin-2(3H)-one). The yield is 46.3%. RXN SMILES: [Cl:1][C:2]1[CH:31]=[CH:30][C:5]2[NH:6][C:7](=[O:29])[CH:8]([CH2:18][C:19]3[CH:28]=[CH:27][C:26]4[C:21](=[CH:22][CH:23]=[CH:24][CH:25]=4)[CH:20]=3)[N:9]=[C:10]([N:11]3[CH2:16][CH2:15][C:14](=[O:17])[CH2:13][CH2:12]3)[C:4]=2[CH:3]=1.[CH3:32][O:33][C:34]1[CH:39]=[CH:38][C:37]([Mg]Br)=[CH:36][CH:35]=1>O1CCCC1>[Cl:1][C:2]1[CH:31]=[CH:30][C:5]2[NH:6][C:7](=[O:29])[CH:8]([CH2:18][C:19]3[CH:28]=[CH:27][C:26]4[C:21](=[CH:22][CH:23]=[CH:24][CH:25]=4)[CH:20]=3)[N:9]=[C:10]([N:11]3[CH2:12][CH2:13][C:14]([OH:17])([C:37]4[CH:38]=[CH:39][C:34]([O:33][CH3:32])=[CH:35][CH:36]=4)[CH2:15][CH2:16]3)[C:4]=2[CH:3]=1. Reported procedure: 7-Chloro-3-(naphthalen-2-ylmethyl)-5-(4-oxopiperidin-1-yl)-1H-benzo[e][1,4]diazepin-2(3H)-one (18 mg, 0.04 mmol) was dissolved in anhydrous tetrahydrofuran (0.2 mL) under nitrogen, 4-methoxyphenylmagnesium bromide (0.5M solution in tetrahydrofuran, 0.5 mL, 0.25 mmol) was added dropwise. After stirring at ambient temperature for 1 hour the reaction was quenched with water (1 mL), diluted with ethyl acetate, separated, washed with water, dried with sodium sulfate, decanted, and concentrated. The r... Starting materials: FC1=C(C(=O)N=C=O)C(=CC=C1)F (2,6-difluorobenzoyl isocyanate), FC(C1=CC=C(C=C1)NSC1=C(C(=O)OCCCC)C=CC=C1)(F)F (butyl 2-[[[4-(trifluoromethyl)phenyl]amino]thio]benzoate). The solvent is C1(=CC=CC=C1)C (toluene), solvent. Run at time 18 hour. Yields the product FC1=C(C(=O)NC(=O)N(SC2=C(C(=O)OCCCC)C=CC=C2)C2=CC=C(C=C2)C(F)(F)F)C(=CC=C1)F (butyl 2-[[[[(2,6-difluorobenzoyl)amino]carbonyl][4-(trifluoromethyl)phenyl]amino]thio]benzoate). The yield is 88.0%. As a reaction SMILES: [F:1][C:2]1[CH:12]=[CH:11][CH:10]=[C:9]([F:13])[C:3]=1[C:4]([N:6]=[C:7]=[O:8])=[O:5].[F:14][C:15]([F:38])([F:37])[C:16]1[CH:21]=[CH:20][C:19]([NH:22][S:23][C:24]2[CH:36]=[CH:35][CH:34]=[CH:33][C:25]=2[C:26]([O:28][CH2:29][CH2:30][CH2:31][CH3:32])=[O:27])=[CH:18][CH:17]=1>C1(C)C=CC=CC=1>[F:1][C:2]1[CH:12]=[CH:11][CH:10]=[C:9]([F:13])[C:3]=1[C:4]([NH:6][C:7]([N:22]([C:19]1[CH:18]=[CH:17][C:16]([C:15]([F:14])([F:37])[F:38])=[CH:21][CH:20]=1)[S:23][C:24]1[CH:36]=[CH:35][CH:34]=[CH:33][C:25]=1[C:26]([O:28][CH2:29][CH2:30][CH2:31][CH3:32])=[O:27])=[O:8])=[O:5]. Reported procedure: A solution of 2,6-difluorobenzoyl isocyanate (1.1 g) in dry toluene (5.0 ml) was added to a stirred solution of butyl 2-[[[4-(trifluoromethyl)phenyl]amino]thio]benzoate (1.9 g) in the same solvent (7.0 ml) at room temperature. After 18 hours, the reaction mixture was cooled to -5°, and the crystalline precipitate was separated, washing with cold toluene followed by light petroleum. The pure product was obtained as colourless crystals (2.5 g, melting point 79°-81°) after recrystallisation from di...